Task: describe an organic reaction: reactants, conditions, products, and yield. Dataset: the Open Reaction Database (ORD), a public repository of structured organic reaction records Starting materials: C(C)(=O)OC(C1=CC=C(C=C1)S(=O)(=O)Cl)OC(C)=O (Acetic acid acetoxy-(4-chlorosulfonylphenyl)methyl ester), C1(=CC(=CC=C1)S(=O)(=O)Cl)C (m-toluenesulfonyl chloride). Product: C(C)(=O)OC(C1=CC(=CC=C1)S(=O)(=O)Cl)OC(C)=O (Acetic acid acetoxy-(3-chlorosulfonylphenyl)methyl ester). Reaction SMILES: [C:1]([O:4][CH:5]([O:16][C:17](=[O:19])[CH3:18])[C:6]1[CH:11]=[CH:10][C:9](S(Cl)(=O)=O)=[CH:8][CH:7]=1)(=[O:3])[CH3:2].C1(C)C=CC=C([S:26]([Cl:29])(=[O:28])=[O:27])C=1>>[C:17]([O:16][CH:5]([O:4][C:1](=[O:3])[CH3:2])[C:6]1[CH:7]=[CH:8][CH:9]=[C:10]([S:26]([Cl:29])(=[O:28])=[O:27])[CH:11]=1)(=[O:19])[CH3:18]. Reported procedure: The same procedure was followed as for the preparation of compound 35 starting with m-toluenesulfonyl chloride (36). 1H NMR (CDCl3, 200 MHz): δ 8.19 (m, 1H), 8.1 (m, 1H), 7.9 (m, 1H), 7.65 (m, 1H), 2.16 (s, 6H) Starting materials: C(C1=CC=CC=C1)(=O)SCCC(=O)Cl (S-benzoyl-3-mercaptopropanoyl chloride), OC1=C(C=CC=C1)C1SC[C@H](N1)C(=O)O ((4R)-2-(2-hydroxyphenyl)-4-thiazolidinecarboxylic acid), Cl (Hydrochloric acid). Run in CC(=O)C (acetone), CCOCC (ether). Yields the product C(C1=CC=CC=C1)(=O)SCCC(=O)N1C(SC[C@H]1C(=O)O)C1=C(C=CC=C1)O ((4R)-3-(S-Benzoyl-3-mercaptopropanoyl)-2-(2-hydroxyphenyl)-4-thiazolidinecarboxylic acid). As a reaction SMILES: [OH:1][C:2]1[CH:7]=[CH:6][CH:5]=[CH:4][C:3]=1[CH:8]1[NH:12][C@H:11]([C:13]([OH:15])=[O:14])[CH2:10][S:9]1.[C:16]([S:24][CH2:25][CH2:26][C:27](Cl)=[O:28])(=[O:23])[C:17]1[CH:22]=[CH:21][CH:20]=[CH:19][CH:18]=1.Cl>CC(C)=O.CCOCC>[C:16]([S:24][CH2:25][CH2:26][C:27]([N:12]1[C@H:11]([C:13]([OH:15])=[O:14])[CH2:10][S:9][CH:8]1[C:3]1[CH:4]=[CH:5][CH:6]=[CH:7][C:2]=1[OH:1])=[O:28])(=[O:23])[C:17]1[CH:22]=[CH:21][CH:20]=[CH:19][CH:18]=1. Reported procedure: 11.3 g of (4R)-2-(2-hydroxyphenyl)-4-thiazolidinecarboxylic acid and 13.2 g of thriethylamine are dissolved in 200 ml of dehydrated acetone and 11.7 g of S-benzoyl-3-mercaptopropanoyl chloride is added dropwise while stirring under ice-cooling. After the addition, the mixture is stirred under ice-cooling for 1 hour. 4 N Hydrochloric acid in ether is added to this mixture and the precipitate is filtered. The filtrate is concentrated in vacuo and the obtained oil is dissolved in ethyl acetate, was...